This data is from the Open Reaction Database (ORD), a public repository of structured organic reaction records. The task is: describe an organic reaction: reactants, conditions, products, and yield Starting materials: Cl, CC(C)OC(=O)Nc1nnc2c(N(C)c3ccc(F)cc3)nccn12, [K+], C1COCCO1, [OH-]. Yields the product CN(c1ccc(F)cc1)c1nccn2c(N)nnc12. As a reaction SMILES: [ClH:28].[F:1][c:2]1[cH:3][cH:4][c:5]([N:8]([c:9]2[c:10]3[n:11]([cH:12][cH:13][n:14]2)[c:15]([NH:18][C:19](=[O:20])[O:21][CH:22]([CH3:23])[CH3:24])[n:16][n:17]3)[CH3:25])[cH:6][cH:7]1.[K+:27].[O:29]1[CH2:30][CH2:31][O:32][CH2:33][CH2:34]1.[OH-:26]>>[F:1][c:2]1[cH:3][cH:4][c:5]([N:8]([c:9]2[c:10]3[n:11]([cH:12][cH:13][n:14]2)[c:15]([NH2:18])[n:16][n:17]3)[CH3:25])[cH:6][cH:7]1. Starting materials: C1CCOC1, Cc1c(C(=O)NN)cc(C(=O)NCc2ccc(S(C)(=O)=O)cc2)c(=O)n1-c1cccc(C(F)(F)F)c1, CN(C)C(=O)Cl. Product: Cc1c(C(=O)NNC(=O)N(C)C)cc(C(=O)NCc2ccc(S(C)(=O)=O)cc2)c(=O)n1-c1cccc(C(F)(F)F)c1. RXN SMILES: [CH2:43]1[O:44][CH2:45][CH2:46][CH2:47]1.[CH3:1][S:2](=[O:3])(=[O:4])[c:5]1[cH:6][cH:7][c:8]([CH2:9][NH:10][C:11](=[O:12])[c:13]2[c:14](=[O:34])[n:15](-[c:24]3[cH:25][c:26]([C:30]([F:31])([F:32])[F:33])[cH:27][cH:28][cH:29]3)[c:16]([CH3:23])[c:17]([C:19](=[O:20])[NH:21][NH2:22])[cH:18]2)[cH:35][cH:36]1.[CH3:37][N:38]([C:39](=[O:40])[Cl:41])[CH3:42]>>[CH3:1][S:2](=[O:3])(=[O:4])[c:5]1[cH:6][cH:7][c:8]([CH2:9][NH:10][C:11](=[O:12])[c:13]2[c:14](=[O:34])[n:15](-[c:24]3[cH:25][c:26]([C:30]([F:31])([F:32])[F:33])[cH:27][cH:28][cH:29]3)[c:16]([CH3:23])[c:17]([C:19](=[O:20])[NH:21][NH:22][C:39]([N:38]([CH3:37])[CH3:42])=[O:40])[cH:18]2)[cH:35][cH:36]1. The reactants are ClC1=CC=C2C(C(=NN(C2=C1)C)S(=O)C)=O (7-chloro-1-methyl-3-(methylsulfinyl)-4(1H)-cinnolinone), ClC1=CC(=CC=C1)C(=O)OO (m-chloroperbenzoic acid), CN1N=C(C(C2=CC=CC=C12)=O)S(=O)(=O)C (1-methyl-3-(methylsulfonyl)-4(1H)-cinnolinone). Solvent: C(Cl)(Cl)Cl (CHCl3). Product: ClC1=CC=C2C(C(=NN(C2=C1)C)S(=O)(=O)C)=O (7-Chloro-1-methyl-3-(methylsulfonyl)-4(1H)-cinnolinone). Reaction SMILES: [Cl:1][C:2]1[CH:11]=[C:10]2[C:5]([C:6](=[O:16])[C:7]([S:13]([CH3:15])=[O:14])=[N:8][N:9]2[CH3:12])=[CH:4][CH:3]=1.ClC1C=CC=C(C(OO)=[O:25])C=1.CN1C2C(=CC=CC=2)C(=O)C(S(C)(=O)=O)=N1>C(Cl)(Cl)Cl>[Cl:1][C:2]1[CH:11]=[C:10]2[C:5]([C:6](=[O:16])[C:7]([S:13]([CH3:15])(=[O:25])=[O:14])=[N:8][N:9]2[CH3:12])=[CH:4][CH:3]=1. Procedure details: This was prepared by oxidizing a solution of 10 g of 7-chloro-1-methyl-3-(methylsulfinyl)-4(1H)-cinnolinone in 500 ml of CHCl3 with 7.5 g of m-chloroperbenzoic acid in analogous fashion to 1-methyl-3-(methylsulfonyl)-4(1H)-cinnolinone. The material was recrystallized from CH3CN, m.p. 270°-72°; yield 7.5 g (71%). Procedure details: To a 500 ml three neck flask equipped with a reflux condenser, thermometer, 250 ml addition funnel, magnetic stirrer, and water bath was charged 43.9 grams (0.675 mole) sodium cyanate, 75 ml acetonitrile, and 125 ml toluene. To the addition funnel was added 123 grams (0.675 mole) trichloroacetyl chloride. The trichloroacetyl chloride was added under nitrogen atmosphere at a rate to maintain the reaction temperature between 30°-40° C. After the addition was complete (30 min) the water bath was re... Reaction SMILES: [O-:1][C:2]#[N:3].[Na+].C(#N)C.C1(C)C=CC=CC=1.[Cl:15][C:16]([Cl:21])([Cl:20])[C:17](Cl)=[O:18]>O>[Cl:15][C:16]([Cl:21])([Cl:20])[C:17]([N:3]=[C:2]=[O:1])=[O:18] |f:0.1|. The product is ClC(C(=O)N=C=O)(Cl)Cl (trichloroacetyl isocyanate). The solvent is O (water), O (water). Reactants: [O-]C#N.[Na+] (sodium cyanate), C(C)#N (acetonitrile), C1(=CC=CC=C1)C (toluene), three, ClC(C(=O)Cl)(Cl)Cl (trichloroacetyl chloride), ClC(C(=O)Cl)(Cl)Cl (trichloroacetyl chloride). Starting materials: CC(=O)O, CCOC(=O)c1[nH]ccc1N, CO, O=Cc1nc2ccccc2[nH]1. Yields the product CCOC(=O)c1[nH]ccc1NCc1nc2ccccc2[nH]1. As a reaction SMILES: [C:23]([OH:24])(=[O:25])[CH3:26].[CH2:1]([CH3:2])[O:3][C:4](=[O:5])[c:6]1[nH:7][cH:8][cH:9][c:10]1[NH2:11].[CH3:27][OH:28].[nH:12]1[c:13]([CH:21]=[O:22])[n:14][c:15]2[c:16]1[cH:17][cH:18][cH:19][cH:20]2>>[CH2:1]([CH3:2])[O:3][C:4](=[O:5])[c:6]1[nH:7][cH:8][cH:9][c:10]1[NH:11][CH2:21][c:13]1[nH:12][c:16]2[c:15]([n:14]1)[cH:20][cH:19][cH:18][cH:17]2. Reactants: C1CCNCC1, Cc1ccccc1, Cc1ccc(C=C(C(=O)O)c2ccc(Oc3ccc(C=O)cc3)cc2)cc1, Cl, O=C(O)c1ccccc1, O=C1CSC(=O)N1. The product is Cc1ccc(C=C(C(=O)O)c2ccc(Oc3ccc(C=C4SC(=O)NC4=O)cc3)cc2)cc1. As a reaction SMILES: [CH2:44]1[CH2:45][CH2:46][NH:47][CH2:48][CH2:49]1.[CH3:51][c:52]1[cH:53][cH:54][cH:55][cH:56][cH:57]1.[CH:1](=[O:2])[c:3]1[cH:4][cH:5][c:6]([O:7][c:8]2[cH:9][cH:10][c:11]([C:14]([C:15](=[O:16])[OH:17])=[CH:18][c:19]3[cH:20][cH:21][c:22]([CH3:25])[cH:23][cH:24]3)[cH:12][cH:13]2)[cH:26][cH:27]1.[ClH:50].[OH:35][C:36]([c:37]1[cH:38][cH:39][cH:40][cH:41][cH:42]1)=[O:43].[S:28]1[C:29](=[O:34])[NH:30][C:31](=[O:33])[CH2:32]1>>[CH:1]([c:3]1[cH:4][cH:5][c:6]([O:7][c:8]2[cH:9][cH:10][c:11]([C:14]([C:15](=[O:16])[OH:17])=[CH:18][c:19]3[cH:20][cH:21][c:22]([CH3:25])[cH:23][cH:24]3)[cH:12][cH:13]2)[cH:26][cH:27]1)=[C:32]1[S:28][C:29](=[O:34])[NH:30][C:31]1=[O:33]. The reactants are BrC1=CC2=C(N=C(S2)[C@@H]2C[C@H](C2)N2[C@@H](CCC2)C)C=C1 (Trans-6-bromo-2-{3-[(2R)-2-methylpyrrolidin-1-yl]cyclobutyl}-1,3-benzothiazole), CC=1C(NC=CC1)=O (3-methyl-2-pyridone), N=1NC(C=CC1)=O (3(2H)-pyridazinone). Product: C(C)(C)N([C@@H]1C[C@H](C1)C=1SC2=C(N1)C=CC(=C2)N2C(C(=CC=C2)C)=O)C (Trans-1-(2-{3-[isopropyl(methyl)amino]cyclobutyl}-1,3-benzothiazol-6-yl)-3-methylpyridin-2(1H)-one). As a reaction SMILES: Br[C:2]1[CH:20]=[CH:19][C:5]2[N:6]=[C:7]([C@H:9]3[CH2:12][C@H:11]([N:13]4[CH2:17]C[CH2:15][C@H:14]4[CH3:18])[CH2:10]3)[S:8][C:4]=2[CH:3]=1.[CH3:21][C:22]1[C:23](=[O:28])[NH:24][CH:25]=[CH:26][CH:27]=1.N1NC(=O)C=CC=1>>[CH:14]([N:13]([CH3:17])[C@H:11]1[CH2:12][C@H:9]([C:7]2[S:8][C:4]3[CH:3]=[C:2]([N:24]4[CH:25]=[CH:26][CH:27]=[C:22]([CH3:21])[C:23]4=[O:28])[CH:20]=[CH:19][C:5]=3[N:6]=2)[CH2:10]1)([CH3:15])[CH3:18]. Reported procedure: The title compound was prepared according to the procedure described in Example 22, except for substituting the product of Example 52A for the product of Example 1E and substituting 3-methyl-2-pyridone for 3(2H)-pyridazinone. 1H NMR (400 MHz, CDCl3) δ ppm 8.02 (d, J=8.59 Hz, 1H) 7.89 (d, J=1.84 Hz, 1H) 7.42 (dd, J=8.75, 1.99 Hz, 1H) 7.23-7.34 (m, 2H) 6.18 (t, J=6.75 Hz, 1H) 3.52-3.63 (m, 1H) 3.12-3.27 (m, 1H) 2.90-3.03 (m, 1H) 2.55-2.73 (m, 2H) 2.25-2.44 (m, 2H) 2.20 (s, 3H) 2.13 (s, 3H) 1.02 (d...